describe an organic reaction: reactants, conditions, products, and yield From a dataset of the Open Reaction Database (ORD), a public repository of structured organic reaction records. Reactants: O=C([O-])O, Cc1ccncc1-c1nc(-c2cccc(C#N)c2)cs1, Cl, [Na+]. Product: Cc1ccncc1-c1nc(-c2cccc(C(N)=O)c2)cs1. RXN SMILES: [C:21]([OH:22])(=[O:23])[O-:24].[CH3:1][c:2]1[c:3](-[c:8]2[s:9][cH:10][c:11](-[c:13]3[cH:14][c:15]([C:16]#[N:17])[cH:18][cH:19][cH:20]3)[n:12]2)[cH:4][n:5][cH:6][cH:7]1.[ClH:26].[Na+:25]>>[CH3:1][c:2]1[c:3](-[c:8]2[s:9][cH:10][c:11](-[c:13]3[cH:14][c:15]([C:16]([NH2:17])=[O:22])[cH:18][cH:19][cH:20]3)[n:12]2)[cH:4][n:5][cH:6][cH:7]1. Reactants: C1(CCCCC1)N=C=NC1CCCCC1 (1,3-dicyclohexylcarbodiimide), CC(C(=O)O)CCCN (methyl-5-aminovaleric acid), C(CCC)OC(=O)NCCCCCC(=O)O (N-(butyloxycarbonyl)-6-aminohexanoic acid), OC1=CC=CC=2NN=NC21 (hydroxybenzotriazole). Yields the product C(CCC(=O)NCCCCC(=O)O)CCN=C(N)N (SF-6,5), C(CCC(=O)NCCCCC(=O)O)CCN (SFN-70). RXN SMILES: C[CH:2]([CH2:6][CH2:7][CH2:8][NH2:9])[C:3]([OH:5])=[O:4].C(OC([NH:17][CH2:18][CH2:19][CH2:20][CH2:21][CH2:22][C:23](O)=[O:24])=O)CCC.C1([N:32]=[C:33]=[N:34]C2CCCCC2)CCCCC1.[OH:41][C:42]1[C:50]2[N:49]=NN[C:46]=2[CH:45]=[CH:44][CH:43]=1>>[CH2:45]([CH2:46][CH2:50][N:49]=[C:33]([NH2:34])[NH2:32])[CH2:44][CH2:43][C:42]([NH:9][CH2:8][CH2:7][CH2:6][CH2:2][C:3]([OH:5])=[O:4])=[O:41].[CH2:20]([CH2:19][CH2:18][NH2:17])[CH2:21][CH2:22][C:23]([NH:9][CH2:8][CH2:7][CH2:6][CH2:2][C:3]([OH:5])=[O:4])=[O:24]. Procedure details: In Greenspoon et al., the design and preparation of nonpeptide analogues of RGD are described as follows. Compounds SF-6,5 and SFN-70 were prepared by coupling of methyl-5-aminovaleric acid with N-(butyloxycarbonyl)-6-aminohexanoic acid. The reaction was carried out using the 1,3-dicyclohexylcarbodiimide and 1 hydroxybenzotriazole in tetrahydroduran procedure. The butyloxycarbonyl protecting group was then removed by 50% trifluoroacetic acid in dichloromethane. Removal of the methyl ester protec...